Dataset: the Open Reaction Database (ORD), a public repository of structured organic reaction records. Task: describe an organic reaction: reactants, conditions, products, and yield Reactants: O=C([O-])[O-], COCCOC, Clc1cncc(Cl)n1, [Na+], [Na+], c1ccc(P(c2ccccc2)(c2ccccc2)[Pd](P(c2ccccc2)(c2ccccc2)c2ccccc2)(P(c2ccccc2)(c2ccccc2)c2ccccc2)P(c2ccccc2)(c2ccccc2)c2ccccc2)cc1, OB(O)c1ccco1. Product: Clc1cncc(-c2ccco2)n1. Reaction SMILES: [C:17](=[O:18])([O-:19])[O-:20].[CH3:100][O:101][CH2:102][CH2:103][O:104][CH3:105].[Cl:1][c:2]1[n:3][c:4]([Cl:8])[cH:5][n:6][cH:7]1.[Na+:21].[Na+:22].[cH:23]1[cH:24][cH:25][c:26]([P:27]([Pd:28]([P:29]([c:30]2[cH:31][cH:32][cH:33][cH:34][cH:35]2)([c:36]2[cH:37][cH:38][cH:39][cH:40][cH:41]2)[c:42]2[cH:43][cH:44][cH:45][cH:46][cH:47]2)([P:48]([c:49]2[cH:50][cH:51][cH:52][cH:53][cH:54]2)([c:55]2[cH:56][cH:57][cH:58][cH:59][cH:60]2)[c:61]2[cH:62][cH:63][cH:64][cH:65][cH:66]2)[P:67]([c:68]2[cH:69][cH:70][cH:71][cH:72][cH:73]2)([c:74]2[cH:75][cH:76][cH:77][cH:78][cH:79]2)[c:80]2[cH:81][cH:82][cH:83][cH:84][cH:85]2)([c:86]2[cH:87][cH:88][cH:89][cH:90][cH:91]2)[c:92]2[cH:93][cH:94][cH:95][cH:96][cH:97]2)[cH:98][cH:99]1.[o:9]1[c:10]([B:14]([OH:15])[OH:16])[cH:11][cH:12][cH:13]1>>[c:2]1(-[c:10]2[o:9][cH:13][cH:12][cH:11]2)[n:3][c:4]([Cl:8])[cH:5][n:6][cH:7]1. Starting materials: CCCC[Sn](CCCC)(CCCC)c1cnccn1, Cc1ccc(C(=O)NC2CC2)cc1-n1ncc(C(=O)c2cccc(I)c2)c1N, CN(C)C=O, [Pd], c1ccc(P(c2ccccc2)c2ccccc2)cc1, c1ccc(P(c2ccccc2)c2ccccc2)cc1, c1ccc(P(c2ccccc2)c2ccccc2)cc1, c1ccc(P(c2ccccc2)c2ccccc2)cc1. Product: Cc1ccc(C(=O)NC2CC2)cc1-n1ncc(C(=O)c2cccc(-c3cnccn3)c2)c1N. RXN SMILES: [CH2:29]([Sn:30]([CH2:31][CH2:32][CH2:33][CH3:40])([c:34]1[n:35][cH:36][cH:37][n:38][cH:39]1)[CH2:41][CH2:42][CH2:43][CH3:44])[CH2:45][CH2:46][CH3:47].[NH2:1][c:2]1[c:3]([C:20]([c:21]2[cH:22][c:23]([I:27])[cH:24][cH:25][cH:26]2)=[O:28])[cH:4][n:5][n:6]1-[c:7]1[cH:8][c:9]([C:10](=[O:11])[NH:12][CH:13]2[CH2:14][CH2:15]2)[cH:16][cH:17][c:18]1[CH3:19].[O:48]=[CH:49][N:50]([CH3:51])[CH3:52].[Pd:53].[c:111]1([P:112]([c:113]2[cH:114][cH:115][cH:116][cH:117][cH:118]2)[c:119]2[cH:120][cH:121][cH:122][cH:123][cH:124]2)[cH:125][cH:126][cH:127][cH:128][cH:129]1.[c:54]1([P:55]([c:56]2[cH:57][cH:58][cH:59][cH:60][cH:61]2)[c:62]2[cH:63][cH:64][cH:65][cH:66][cH:67]2)[cH:68][cH:69][cH:70][cH:71][cH:72]1.[c:73]1([P:74]([c:75]2[cH:76][cH:77][cH:78][cH:79][cH:80]2)[c:81]2[cH:82][cH:83][cH:84][cH:85][cH:86]2)[cH:87][cH:88][cH:89][cH:90][cH:91]1.[c:92]1([P:93]([c:94]2[cH:95][cH:96][cH:97][cH:98][cH:99]2)[c:100]2[cH:101][cH:102][cH:103][cH:104][cH:105]2)[cH:106][cH:107][cH:108][cH:109][cH:110]1>>[NH2:1][c:2]1[c:3]([C:20]([c:21]2[cH:22][c:23](-[c:34]3[n:35][cH:36][cH:37][n:38][cH:39]3)[cH:24][cH:25][cH:26]2)=[O:28])[cH:4][n:5][n:6]1-[c:7]1[cH:8][c:9]([C:10](=[O:11])[NH:12][CH:13]2[CH2:14][CH2:15]2)[cH:16][cH:17][c:18]1[CH3:19]. Reactants: O=C(c1ccc(Br)cc1)c1ccc(O)c(Cl)c1, O=C1CCCCCC1, C1CCOC1, [K+], [K+], O=C([O-])[O-], [Zn]. The product is Oc1ccc(C(=C2CCCCCC2)c2ccc(Br)cc2)cc1Cl. Reaction SMILES: [Br:1][c:2]1[cH:3][cH:4][c:5]([C:8](=[O:9])[c:10]2[cH:11][c:12]([Cl:17])[c:13]([OH:16])[cH:14][cH:15]2)[cH:6][cH:7]1.[C:18]1(=[O:25])[CH2:19][CH2:20][CH2:21][CH2:22][CH2:23][CH2:24]1.[CH2:32]1[O:33][CH2:34][CH2:35][CH2:36]1.[K+:26].[K+:27].[O-:28][C:29]([O-:30])=[O:31].[Zn:37]>>[Br:1][c:2]1[cH:3][cH:4][c:5]([C:8]([c:10]2[cH:11][c:12]([Cl:17])[c:13]([OH:16])[cH:14][cH:15]2)=[C:18]2[CH2:19][CH2:20][CH2:21][CH2:22][CH2:23][CH2:24]2)[cH:6][cH:7]1. Starting materials: CNC, CC(=O)O, CCC(C)=O, Cl, O=C1CCC(Oc2ccccc2)CC1. Product: Cl, CN(C)CC1CC(Oc2ccccc2)CCC1=O. As a reaction SMILES: [CH3:16][NH:17][CH3:18].[CH3:19][C:20](=[O:21])[OH:22].[CH3:23][C:24](=[O:25])[CH2:26][CH3:27].[ClH:15].[O:1]([c:2]1[cH:3][cH:4][cH:5][cH:6][cH:7]1)[CH:8]1[CH2:9][CH2:10][C:11](=[O:14])[CH2:12][CH2:13]1>>[ClH:15].[O:1]([c:2]1[cH:3][cH:4][cH:5][cH:6][cH:7]1)[CH:8]1[CH2:9][CH:10]([CH2:19][N:17]([CH3:16])[CH3:18])[C:11](=[O:14])[CH2:12][CH2:13]1. The product is CC#CCOc1cc(Cc2ccccc2C)ncn1. The reactants are CC#CCO, [Cl-], Cc1ccccc1Cc1cc(Cl)ncn1, [H-], [NH4+], [Na+], C1CCOC1. Reaction SMILES: [CH2:3]([C:4]#[C:5][CH3:6])[OH:7].[Cl-:23].[Cl:8][c:9]1[n:10][cH:11][n:12][c:13]([CH2:15][c:16]2[c:17]([CH3:22])[cH:18][cH:19][cH:20][cH:21]2)[cH:14]1.[H-:1].[NH4+:24].[Na+:2].[O:25]1[CH2:26][CH2:27][CH2:28][CH2:29]1>>[CH2:3]([C:4]#[C:5][CH3:6])[O:7][c:9]1[n:10][cH:11][n:12][c:13]([CH2:15][c:16]2[c:17]([CH3:22])[cH:18][cH:19][cH:20][cH:21]2)[cH:14]1. Starting materials: BrCCCCCCBr, CN(C(=O)OC(C)(C)C)c1ccc(O)cc1, CC(C)=O, [K+], [K+], O=C([O-])[O-]. Yields the product CN(C(=O)OC(C)(C)C)c1ccc(OCCCCCCBr)cc1. Reaction SMILES: [Br:23][CH2:24][CH2:25][CH2:26][CH2:27][CH2:28][CH2:29][Br:30].[C:1]([CH3:2])([CH3:3])([CH3:4])[O:5][C:6]([N:7]([CH3:8])[c:9]1[cH:10][cH:11][c:12]([OH:15])[cH:13][cH:14]1)=[O:16].[CH3:31][C:32](=[O:33])[CH3:34].[K+:17].[K+:18].[O-:19][C:20]([O-:21])=[O:22]>>[C:1]([CH3:2])([CH3:3])([CH3:4])[O:5][C:6]([N:7]([CH3:8])[c:9]1[cH:10][cH:11][c:12]([O:15][CH2:29][CH2:28][CH2:27][CH2:26][CH2:25][CH2:24][Br:23])[cH:13][cH:14]1)=[O:16].